From a dataset of the Open Reaction Database (ORD), a public repository of structured organic reaction records. describe an organic reaction: reactants, conditions, products, and yield Starting materials: CC#N, Nc1nc2ccccc2c2c1nc1n2C(CO)COC1, [Na+], [OH-], O=S(Cl)Cl. Product: Nc1nc2ccccc2c2c1nc1n2C(CCl)COC1. As a reaction SMILES: [CH3:27][C:28]#[N:29].[NH2:5][c:6]1[n:7][c:8]2[cH:9][cH:10][cH:11][cH:12][c:13]2[c:14]2[c:15]1[n:16][c:17]1[n:18]2[CH:19]([CH2:23][OH:24])[CH2:20][O:21][CH2:22]1.[Na+:26].[OH-:25].[S:1]([Cl:2])([Cl:3])=[O:4]>>[Cl:3][CH2:23][CH:19]1[n:18]2[c:14]3[c:13]4[c:8]([n:7][c:6]([NH2:5])[c:15]3[n:16][c:17]2[CH2:22][O:21][CH2:20]1)[cH:9][cH:10][cH:11][cH:12]4. The reactants are BrCC1=CC=C(C=C1)C1=C(C=CC=C1)C1=NN=NN1C1=CC=C(C=C1)[N+](=O)[O-] (5-(4'-bromomethylbiphenyl-2-yl)-1-(4-nitrophenyl)-1H-tetrazole), NC1=C(C(=NC(=C1)CC)CC)I (4-amino-2,6-diethyl-3-iodopyridine), CC(C)([O-])C.[K+] (potassium t-butoxide), 1,4,7,10,13,16-hexacyclooctadecane. Run in C1CCOC1 (THF). Reaction conditions: time 15 minute. Product: C(C)C1=NC(=CC(=C1I)NCC1=CC=C(C=C1)C1=C(C=CC=C1)C1=NN=NN1C1=CC=C(C=C1)[N+](=O)[O-])CC (2,6-diethyl-3-iodo-4-[(2'-(1-(4-nitrophenyl)-1H-tetrazol-5-yl)biphenyl-4-yl)methylamino]pyridine). The yield is 19.7%. RXN SMILES: [NH2:1][C:2]1[CH:7]=[C:6]([CH2:8][CH3:9])[N:5]=[C:4]([CH2:10][CH3:11])[C:3]=1[I:12].CC(C)([O-])C.[K+].Br[CH2:20][C:21]1[CH:26]=[CH:25][C:24]([C:27]2[CH:32]=[CH:31][CH:30]=[CH:29][C:28]=2[C:33]2[N:37]([C:38]3[CH:43]=[CH:42][C:41]([N+:44]([O-:46])=[O:45])=[CH:40][CH:39]=3)[N:36]=[N:35][N:34]=2)=[CH:23][CH:22]=1>C1COCC1>[CH2:10]([C:4]1[C:3]([I:12])=[C:2]([NH:1][CH2:20][C:21]2[CH:22]=[CH:23][C:24]([C:27]3[CH:32]=[CH:31][CH:30]=[CH:29][C:28]=3[C:33]3[N:37]([C:38]4[CH:43]=[CH:42][C:41]([N+:44]([O-:46])=[O:45])=[CH:40][CH:39]=4)[N:36]=[N:35][N:34]=3)=[CH:25][CH:26]=2)[CH:7]=[C:6]([CH2:8][CH3:9])[N:5]=1)[CH3:11] |f:1.2|. Reported procedure: 4-amino-2,6-diethyl-3-iodopyridine (2 g) (obtained as described in Example 7 B) was added to a mixture of potassium t-butoxide (0.97 g) and 1,4,7,10,13,16-hexacyclooctadecane (200 mg) in THF (40 ml) and the mixture was stirred for 15 minutes. Compound E (4 g) was added and the mixture was stirred for 4 hours. Volatile material was removed by evaporation and the residue was dissolved in dichloromethane. The solution was washed with 0.1M citric acid solution and dried (MgSO4). Solvent was removed ... Starting materials: CN(C(=O)[C@H]1N(CCC1)CCN(C(C1=CC(=CC=C1)C(NC1=C(C=C(C=C1)N1CCCCC1)C1=NC=CC(=C1)C(N[C@H]1CCCC2=CC=CC=C12)=O)=O)=O)C)CCOCCOCCOCCC(=O)OC(C)(C)C (tert-butyl 2-methyl-1-((S)-1-(2-(N-methyl-3-((4-(piperidin-1-yl)-2-(4-(((S)-1,2,3,4-tetrahydronaphthalen-1-yl)carbamoyl)pyridin-2-yl)phenyl)carbamoyl)benzamido)ethyl)pyrrolidin-2-yl)-1-oxo-5,8,11-trioxa-2-azatetradecan-14-oate), NCCOCCOCCOCCC(=O)OC(C)(C)C (tert-butyl 3-(2-(2-(2-aminoethoxy)ethoxy)ethoxy)propanoate). Yields the product CN(C(C1=CC(=CC=C1)C(NC1=C(C=C(C=C1)N1CCCCC1)C1=NC=CC(=C1)C(N[C@H]1CCCC2=CC=CC=C12)=O)=O)=O)CCN1[C@@H](CCC1)C(NCCOCCOCCOCCC(=O)OC(C)(C)C)=O (tert-butyl 1-((S)-1-(2-(N-methyl-3-((4-(piperidin-1-yl)-2-(4-(((S)-1,2,3,4-tetrahydronaphthalen-1-yl)carbamoyl)pyridin-2-yl)phenyl)carbamoyl)benzamido)ethyl)pyrrolidin-2-yl)-1-oxo-5,8,11-trioxa-2-azatetradecan-14-oate). RXN SMILES: C[N:2]([CH2:56][CH2:57][O:58][CH2:59][CH2:60][O:61][CH2:62][CH2:63][O:64][CH2:65][CH2:66][C:67]([O:69][C:70]([CH3:73])([CH3:72])[CH3:71])=[O:68])[C:3]([C@@H:5]1[CH2:9][CH2:8][CH2:7][N:6]1[CH2:10][CH2:11][N:12]([CH3:55])[C:13](=[O:54])[C:14]1[CH:19]=[CH:18][CH:17]=[C:16]([C:20](=[O:53])[NH:21][C:22]2[CH:27]=[CH:26][C:25]([N:28]3[CH2:33][CH2:32][CH2:31][CH2:30][CH2:29]3)=[CH:24][C:23]=2[C:34]2[CH:39]=[C:38]([C:40](=[O:52])[NH:41][C@@H:42]3[C:51]4[C:46](=[CH:47][CH:48]=[CH:49][CH:50]=4)[CH2:45][CH2:44][CH2:43]3)[CH:37]=[CH:36][N:35]=2)[CH:15]=1)=[O:4].NCCOCCOCCOCCC(OC(C)(C)C)=O>>[CH3:55][N:12]([CH2:11][CH2:10][N:6]1[CH2:7][CH2:8][CH2:9][C@H:5]1[C:3](=[O:4])[NH:2][CH2:56][CH2:57][O:58][CH2:59][CH2:60][O:61][CH2:62][CH2:63][O:64][CH2:65][CH2:66][C:67]([O:69][C:70]([CH3:72])([CH3:71])[CH3:73])=[O:68])[C:13](=[O:54])[C:14]1[CH:19]=[CH:18][CH:17]=[C:16]([C:20](=[O:53])[NH:21][C:22]2[CH:27]=[CH:26][C:25]([N:28]3[CH2:29][CH2:30][CH2:31][CH2:32][CH2:33]3)=[CH:24][C:23]=2[C:34]2[CH:39]=[C:38]([C:40](=[O:52])[NH:41][C@@H:42]3[C:51]4[C:46](=[CH:47][CH:48]=[CH:49][CH:50]=4)[CH2:45][CH2:44][CH2:43]3)[CH:37]=[CH:36][N:35]=2)[CH:15]=1. Reported procedure: This compound was prepared according to the procedure described for the synthesis of tert-butyl 2-methyl-1-((S)-1-(2-(N-methyl-3-((4-(piperidin-1-yl)-2-(4-(((S)-1,2,3,4-tetrahydronaphthalen-1-yl)carbamoyl)pyridin-2-yl)phenyl)carbamoyl)benzamido)ethyl)pyrrolidin-2-yl)-1-oxo-5,8,11-trioxa-2-azatetradecan-14-oate Example 190, using tert-butyl 3-(2-(2-(2-aminoethoxy)ethoxy)ethoxy)propanoate in place of tert-butyl 5,8,11-trioxa-2-azatetradecan-14-oate. MS (ES, m/z): 988.34 [M+H]+. Starting materials: NC1=CC=C(C#N)C=C1 (4-aminobenzonitrile), O=P(Cl)(Cl)Cl (POCl3). Product: C(#N)C1=CC=C(C=C1)NP(=O)(Cl)Cl (N-(4-Cyanophenyl)aminophosphoryl dichloride). As a reaction SMILES: [NH2:1][C:2]1[CH:9]=[CH:8][C:5]([C:6]#[N:7])=[CH:4][CH:3]=1.[O:10]=[P:11](Cl)([Cl:13])[Cl:12]>>[C:6]([C:5]1[CH:8]=[CH:9][C:2]([NH:1][P:11]([Cl:13])([Cl:12])=[O:10])=[CH:3][CH:4]=1)#[N:7]. Procedure details: A mixture of 39 g (0.33 m) of 4-aminobenzonitrile and 250 ml of POCl3 was heated under reflux for 3 hours. The excess POCl3 was removed by vacuum distillation to yield 72.7 g, m.p. softens 128°, melts 131°-133.5°. As a reaction SMILES: [C:2]([CH3:3])([C:4]12[CH:5]3[CH2:6][CH2:7][CH:8]([CH:9]([CH2:10][CH2:11][CH2:12]1)[CH2:13]2)[CH2:14]3)=[N:15][OH:16].[CH3:18][CH2:19][OH:20].[ClH:17].[Na:1].[OH2:21]>>[CH:2]([CH3:3])([C:4]12[CH:5]3[CH2:6][CH2:7][CH:8]([CH:9]([CH2:10][CH2:11][CH2:12]1)[CH2:13]2)[CH2:14]3)[NH2:15]. Yields the product CC(N)C12CCCC(C1)C1CCC2C1. Reactants: CC(=NO)C12CCCC(C1)C1CCC2C1, CCO, Cl, [Na], O. Reactants: solution, C[O-].[Na+] (sodium methylate), CO (methanol), C1(=CC=C(C=C1)C1=NC(=CC(=N1)Cl)Cl)C (2-p-tolyl-4,6-dichloropyrimidine). Reaction conditions: time 4 hour. The product is C1(=CC=C(C=C1)C1=NC(=CC(=N1)OC)OC)C (2-p-Tolyl-4,6-dimethoxypyrimidine). As a reaction SMILES: [CH3:1][O-:2].[Na+].[C:4]1([CH3:18])[CH:9]=[CH:8][C:7]([C:10]2[N:15]=[C:14](Cl)[CH:13]=[C:12](Cl)[N:11]=2)=[CH:6][CH:5]=1.[CH3:19][OH:20]>>[C:4]1([CH3:18])[CH:9]=[CH:8][C:7]([C:10]2[N:15]=[C:14]([O:2][CH3:1])[CH:13]=[C:12]([O:20][CH3:19])[N:11]=2)=[CH:6][CH:5]=1 |f:0.1|. Procedure details: 156.1 g of a 30.5% solution of sodium methylate are stirred with 700 ml of anhydrous methanol. To the solution are then added, over 10 minutes and with gentle cooling, 95.64 g of 2-p-tolyl-4,6-dichloropyrimidine. The mixture is then heated to reflux and kept at the boil for 4 hours. The solvent is removed by distillation and the residue is charged into 1000 ml of water. The product is triturated with water to remove sodium chloride, isolated by filtration, washed with water and dried in the air,...